Dataset: the Open Reaction Database (ORD), a public repository of structured organic reaction records. Task: describe an organic reaction: reactants, conditions, products, and yield Reaction SMILES: [BH3:24].[CH2:1]([CH2:2][CH2:3][CH3:4])[N:5]1[c:6]2[c:7]([s:12][c:13]([C:15](=[O:16])[O:17][CH3:18])[cH:14]2)[S:8][CH2:9][C:10]1=[O:11].[O:19]1[CH2:20][CH2:21][CH2:22][CH2:23]1.[O:25]1[CH2:26][CH2:27][CH2:28][CH2:29]1>>[CH2:1]([CH2:2][CH2:3][CH3:4])[N:5]1[c:6]2[c:7]([s:12][c:13]([C:15](=[O:16])[O:17][CH3:18])[cH:14]2)[S:8][CH2:9][CH2:10]1. Reactants: B, CCCCN1C(=O)CSc2sc(C(=O)OC)cc21, C1CCOC1, C1CCOC1. Product: CCCCN1CCSc2sc(C(=O)OC)cc21. The reactants are C(C1=CC=CC=C1)N1C(CC2(C(=NC(N2C2=C(C=CC(=C2)F)C2=CC=C(C=C2)S(=O)(=O)C)=O)NCC(OC)OC)CC1)C (8-benzyl-4-[(2,2-dimethoxyethyl)amino]-1-[4-fluoro-4′-(methylsulfonyl)biphenyl-2-yl]-7-methyl-1,3,8-triazaspiro[4.5]dec-3-en-2-one), C1(=CC=C(C=C1)S(=O)(=O)O)C (p-toluenesulfonic acid). The solvent is C1(=CC=CC=C1)C (toluene). Conditions: temperature 110 celsius. Yields the product C(C1=CC=CC=C1)N1C(CC2(CC1)N(C(N1C2=NC=C1)=O)C1=C(C=CC(=C1)F)C1=CC=C(C=C1)S(=O)(=O)C)C (1′-benzyl-6-[4-fluoro-4′-(methylsulfonyl)biphenyl-2-yl]-2′-methylspiro[imidazo[1,5-a]imidazole-7,4′-piperidin]-5(6H)-one). RXN SMILES: [CH2:1]([N:8]1[CH2:42][CH2:41][C:11]2([N:15]([C:16]3[CH:21]=[C:20]([F:22])[CH:19]=[CH:18][C:17]=3[C:23]3[CH:28]=[CH:27][C:26]([S:29]([CH3:32])(=[O:31])=[O:30])=[CH:25][CH:24]=3)[C:14](=[O:33])[N:13]=[C:12]2[NH:34][CH2:35][CH:36](OC)OC)[CH2:10][CH:9]1[CH3:43])[C:2]1[CH:7]=[CH:6][CH:5]=[CH:4][CH:3]=1.C1(C)C=CC(S(O)(=O)=O)=CC=1>C1(C)C=CC=CC=1>[CH2:1]([N:8]1[CH2:42][CH2:41][C:11]2([C:12]3=[N:34][CH:35]=[CH:36][N:13]3[C:14](=[O:33])[N:15]2[C:16]2[CH:21]=[C:20]([F:22])[CH:19]=[CH:18][C:17]=2[C:23]2[CH:28]=[CH:27][C:26]([S:29]([CH3:32])(=[O:30])=[O:31])=[CH:25][CH:24]=2)[CH2:10][CH:9]1[CH3:43])[C:2]1[CH:7]=[CH:6][CH:5]=[CH:4][CH:3]=1. Reported procedure: To a solution of 8-benzyl-4-[(2,2-dimethoxyethyl)amino]-1-[4-fluoro-4′-(methylsulfonyl)biphenyl-2-yl]-7-methyl-1,3,8-triazaspiro[4.5]dec-3-en-2-one (50 mg, 0.08 mmol) in toluene (2.0 ml) was added p-toluenesulfonic acid (20 mg, 0.01 mmol). The reaction was sealed and allowed to stir at 110° C. The reaction was purified via reverse phase chromatography and neutralized with sodium bicarbonate. The product was extracted with EtOAc, dried over sodium sulfate, filtered, and concentrated in vacuo to y... The reactants are OC[C@H](C1=CC=CC=C1)NC(=O)C=1NC=C(C1)C1=NC(=NC=C1C)S (4-(2-mercapto-5-methyl-pyrimidin-4-yl)-1H-pyrrole-2-carboxylic acid (2-hydroxy-1-(S)-phenyl-ethyl)-amide), C(CC)I (n-propyliodide). Run in N (ammonia). Reaction conditions: time 8 hour. Product: OC[C@H](C1=CC=CC=C1)NC(=O)C=1N=CC(C1)C1=NC(=NC=C1C)SCCC (4-(5-Methyl-2-propylsulfanyl-pyrimidin-4-yl)-4H-pyrrole-2-carboxylic acid (2-hydroxy-1-(S)-phenyl-ethyl)-amide). As a reaction SMILES: [OH:1][CH2:2][C@@H:3]([NH:10][C:11]([C:13]1[NH:14][CH:15]=[C:16]([C:18]2[C:23]([CH3:24])=[CH:22][N:21]=[C:20]([SH:25])[N:19]=2)[CH:17]=1)=[O:12])[C:4]1[CH:9]=[CH:8][CH:7]=[CH:6][CH:5]=1.[CH2:26](I)[CH2:27][CH3:28]>N>[OH:1][CH2:2][C@@H:3]([NH:10][C:11]([C:13]1[N:14]=[CH:15][CH:16]([C:18]2[C:23]([CH3:24])=[CH:22][N:21]=[C:20]([S:25][CH2:26][CH2:27][CH3:28])[N:19]=2)[CH:17]=1)=[O:12])[C:4]1[CH:5]=[CH:6][CH:7]=[CH:8][CH:9]=1. Procedure details: To a solution of 4-(2-mercapto-5-methyl-pyrimidin-4-yl)-1H-pyrrole-2-carboxylic acid (2-hydroxy-1-(S)-phenyl-ethyl)-amide (7.7 mmol, 2.74 mmol) in aqueous ammonia (15%) was added at room temperature n-propyliodide (11.6 mmol, 1.1 mL). The solution was stirred overnight at room temperature. The resulting solid was collected by filtration and used directly for the next step. 1H NMR consistent with the structure. Starting materials: [N+](=O)(O)[O-].ClC1=CC(=NC=C1)C (4-chloro-2-methylpyridine nitrate), N1CCNCC1 (piperazine), C([O-])(O)=O.[Na+] (sodium bicarbonate), C(CCCC)O (amyl alcohol). Solvent: O (water). Product: CC1=NC=CC(=C1)N1CCNCC1 (1-(2-methylpyrid-4-yl)piperazine). The yield is 60.2%. As a reaction SMILES: [N+]([O-])(O)=O.Cl[C:6]1[CH:11]=[CH:10][N:9]=[C:8]([CH3:12])[CH:7]=1.[NH:13]1[CH2:18][CH2:17][NH:16][CH2:15][CH2:14]1.C(=O)(O)[O-].[Na+].C(O)CCCC>O>[CH3:12][C:8]1[CH:7]=[C:6]([N:13]2[CH2:18][CH2:17][NH:16][CH2:15][CH2:14]2)[CH:11]=[CH:10][N:9]=1 |f:0.1,3.4|. Procedure details: A mixture of 4-chloro-2-methylpyridine nitrate (5.00 g), piperazine (9.00 g), anhydrous sodium bicarbonate (6.60 g) and amyl alcohol (60 ml) was heated under reflux for 18 hours. The mixture was cooled and water was added to dissolve inorganic material. The organic layer was washed four times with brine and all the aqueous extracts were combined and extracted with ethyl acetate. The organic layers were combined, dried over sodium sulphate and evaporated. The residue was crystallised from ethyl a...